Dataset: the Open Reaction Database (ORD), a public repository of structured organic reaction records. Task: describe an organic reaction: reactants, conditions, products, and yield Starting materials: ClS(=O)(=O)O (chlorosulfonic acid), S(=O)(Cl)Cl (thionyl chloride), BrC=1C=C2C(=NC=NC2=CC1)C=1SC=CC1 (6-bromo-4-(2-thienyl)quinazoline). Run in O (water). Conditions: temperature 60 celsius. The product is BrC=1C=C2C(=NC=NC2=CC1)C1=CC=C(S1)S(=O)(=O)Cl (5-(6-Bromoquinazolin-4-yl)-thiophen-2-sulfonyl chloride). RXN SMILES: [Cl:1][S:2]([OH:5])(=O)=[O:3].S(Cl)(Cl)=O.[Br:10][C:11]1[CH:12]=[C:13]2[C:18](=[CH:19][CH:20]=1)[N:17]=[CH:16][N:15]=[C:14]2[C:21]1[S:22][CH:23]=[CH:24][CH:25]=1>O>[Br:10][C:11]1[CH:12]=[C:13]2[C:18](=[CH:19][CH:20]=1)[N:17]=[CH:16][N:15]=[C:14]2[C:21]1[S:22][C:23]([S:2]([Cl:1])(=[O:5])=[O:3])=[CH:24][CH:25]=1. Procedure: 0.18 mL chlorosulfonic acid and 0.19 mL thionyl chloride were added to 0.1 g of 6-bromo-4-(2-thienyl)quinazoline (compound in Production Example 96) under ice-cooling in a stream of nitrogen, and the mixture was heated for 13 hours at 60° C., then neutralized by adding water and a sodium bicarbonate solution and extracted with dichloromethane. 5-(6-Bromoquinazolin-4-yl)-thiophen-2-sulfonyl chloride obtained by drying the organic layer over anhydrous sodium sulfate was dissolved in 3 mL tetrahydr... The reactants are C1=CC=CC=2SC3=CC=CC=C3NC12 (phenothiazine), BrCCCCCCBr (1,6-dibromohexane), [OH-].[K+] (potassium hydroxide). Reagents/catalysts: S(=O)(=O)(O)[O-].C(CCC)[N+](CCCC)(CCCC)CCCC (tetra-n-butyl ammonium hydrogen sulfate). Run in C1(=CC=CC=C1)C (toluene). Product: C1=CC=CC=2SC3=CC=CC=C3N(C12)CCCCCCN1C2=CC=CC=C2SC=2C=CC=CC12 (1,6-Di(10H-10-phenothiazinyl)hexane). Reaction SMILES: [CH:1]1[C:14]2[NH:13][C:12]3[C:7](=[CH:8][CH:9]=[CH:10][CH:11]=3)[S:6][C:5]=2[CH:4]=[CH:3][CH:2]=1.Br[CH2:16][CH2:17][CH2:18][CH2:19][CH2:20][CH2:21]Br.[OH-].[K+]>S([O-])(O)(=O)=O.C([N+](CCCC)(CCCC)CCCC)CCC.C1(C)C=CC=CC=1>[CH:11]1[C:12]2[N:13]([CH2:16][CH2:17][CH2:18][CH2:19][CH2:20][CH2:21][N:13]3[C:14]4[CH:1]=[CH:2][CH:3]=[CH:4][C:5]=4[S:6][C:7]4[C:12]3=[CH:11][CH:10]=[CH:9][CH:8]=4)[C:14]3[C:5](=[CH:4][CH:3]=[CH:2][CH:1]=3)[S:6][C:7]=2[CH:8]=[CH:9][CH:10]=1 |f:2.3,4.5|. Procedure details: A mixture of phenothiazine (0.15 mol), 0.1 mol of 1,6-dibromohexane, 0.15 mol of potassium hydroxide and 1% w/w of tetra-n-butyl ammonium hydrogen sulfate in 300 ml of dry toluene was stirred and refluxed for 48 hours. The reaction mixture was cooled to room temperature, filtered, and washed thoroughly with water. The organic phase was dried over anhydrous sodium sulfate, and the solvent was removed by evaporation. The crude product was purified by column chromatography using a mixture of ethyl ...